This data is from the Open Reaction Database (ORD), a public repository of structured organic reaction records. The task is: describe an organic reaction: reactants, conditions, products, and yield Starting materials: ON=C(C1=CN=CC=C1)N (N′-hydroxynicotinimidamide), N1=C(C=NC=C1)C(=O)O (pyrazine-2-carboxylic acid), N (NH3). Yields the product N1=C(C=NC=C1)C1=NC(=NO1)C=1C=NC=CC1 (5-(pyrazin-2-yl)-3-(pyridin-3-yl)-1,2,4-oxadiazole). RXN SMILES: [OH:1][N:2]=[C:3]([NH2:10])[C:4]1[CH:9]=[CH:8][CH:7]=[N:6][CH:5]=1.[N:11]1[CH:16]=[CH:15][N:14]=[CH:13][C:12]=1[C:17](O)=O.N>>[N:11]1[CH:16]=[CH:15][N:14]=[CH:13][C:12]=1[C:17]1[O:1][N:2]=[C:3]([C:4]2[CH:5]=[N:6][CH:7]=[CH:8][CH:9]=2)[N:10]=1. Procedure: The titled compound was prepared according to the procedure of Example 8 using N′-hydroxynicotinimidamide (Aldrich) and pyrazine-2-carboxylic acid (Aldrich). 1H NMR (300 MHz, CD3OD) δ 7.66 (ddd, J=8.0, 4.9, 1.0 Hz, 1 H), 8.60 (dt, J=8.0, 1.9 Hz, 1 H), 8.77 (dd, J=5.0, 1.8 Hz, 1 H), 8.86-8.89 (m, 1 H), 8.89-8.91 (m, 1 H), 9.34 (dd, J=2.4, 0.8 Hz, 1H), 9.56 (d, J=1.6 Hz, 1 H) ppm; MS (DCI/NH3) m/z 226 (M+H)+. Yield: 69.0%. As a reaction SMILES: [C:1]([C:5]1[CH:6]=[C:7]2[C:12](=[C:13]([F:15])[CH:14]=1)[C:11](=[O:16])[N:10]([C:17]1[CH:27]=[CH:26][CH:25]=[C:24]([C:28]3[CH:33]=[CH:32][N:31]=[C:30]([NH:34][C:35]4[CH:40]=[CH:39][C:38]([C:41]([N:43]5[CH2:48][CH2:47][O:46][CH2:45][CH2:44]5)=[O:42])=[CH:37][N:36]=4)[CH:29]=3)[C:18]=1[CH2:19][O:20]C(=O)C)[N:9]=[CH:8]2)([CH3:4])([CH3:3])[CH3:2].C([O-])([O-])=O.[K+].[K+].O>CO>[C:1]([C:5]1[CH:6]=[C:7]2[C:12](=[C:13]([F:15])[CH:14]=1)[C:11](=[O:16])[N:10]([C:17]1[CH:27]=[CH:26][CH:25]=[C:24]([C:28]3[CH:33]=[CH:32][N:31]=[C:30]([NH:34][C:35]4[CH:40]=[CH:39][C:38]([C:41]([N:43]5[CH2:48][CH2:47][O:46][CH2:45][CH2:44]5)=[O:42])=[CH:37][N:36]=4)[CH:29]=3)[C:18]=1[CH2:19][OH:20])[N:9]=[CH:8]2)([CH3:4])([CH3:2])[CH3:3] |f:1.2.3|. Starting materials: C(C)(C)(C)C=1C=C2C=NN(C(C2=C(C1)F)=O)C1=C(COC(C)=O)C(=CC=C1)C1=CC(=NC=C1)NC1=NC=C(C=C1)C(=O)N1CCOCC1 (Acetic acid 2-(6-tert-butyl-8-fluoro-1-oxo-1H-phthalazin-2-yl)-6-{2-[5-(morpholine-4-carbonyl)-pyridin-2-ylamino]-pyridin-4-yl}-benzyl ester), O (water), C(=O)([O-])[O-].[K+].[K+] (K2CO3). Reaction conditions: time 2 hour. The product is C(C)(C)(C)C=1C=C2C=NN(C(C2=C(C1)F)=O)C1=C(C(=CC=C1)C1=CC(=NC=C1)NC1=NC=C(C=C1)C(=O)N1CCOCC1)CO (6-tert-Butyl-8-fluoro-2-(2-hydroxymethyl-3-{2-[5-(morpholine-4-carbonyl)-pyridin-2-ylamino]-pyridin-4-yl}-phenyl)-2H-phthalazin-1-one), solid. Solvent: CO (methanol). Procedure: Acetic acid 2-(6-tert-butyl-8-fluoro-1-oxo-1H-phthalazin-2-yl)-6-{2-[5-(morpholine-4-carbonyl)-pyridin-2-ylamino]-pyridin-4-yl}-benzyl ester (200 mg, 0.31 mmol) was dissolved in methanol (10 ml). K2CO3 (86 mg, 0.62 mmol) was added at room temperature, and the mixture was stirred at that temperature for 2 hours. The mixture was poured into water (10 ml), extracted with DCM (100 ml) and then washed with saturated aqueous solution of sodium chloride (100 ml). The combined organic extract was dried ... Starting materials: C1(=CC=C(C=C1)S(=O)(=O)N1CC2(COC2)C1)C (6-(p-Toluenesulfonyl)-2-oxa-6-azaspiro[3.3]heptane), Br (HBr), C(=O)(O)[O-].[Na+] (NaHCO3). Solvent: CCOCC (Et2O), CCOCC (Et2O). Run at temperature 0 celsius, time 1 hour. Product: BrCC1(CN(C1)S(=O)(=O)C1=CC=C(C=C1)C)CO ((3-(Bromomethyl)-1-(p-toluenesulfonyl)azetidin-3-yl)methanol). The yield is 97.0%. Reaction SMILES: [C:1]1([CH3:17])[CH:6]=[CH:5][C:4]([S:7]([N:10]2[CH2:16][C:12]3([CH2:15][O:14][CH2:13]3)[CH2:11]2)(=[O:9])=[O:8])=[CH:3][CH:2]=1.[BrH:18].C([O-])(O)=O.[Na+]>CCOCC>[Br:18][CH2:13][C:12]1([CH2:15][OH:14])[CH2:16][N:10]([S:7]([C:4]2[CH:5]=[CH:6][C:1]([CH3:17])=[CH:2][CH:3]=2)(=[O:9])=[O:8])[CH2:11]1 |f:2.3|. Procedure: 6-(p-Toluenesulfonyl)-2-oxa-6-azaspiro[3.3]heptane (7.99 g, 31.5 mmol) was suspended in Et2O (300 mL) and cooled to 0° C. A solution of HBr (48% in AcOH; 10 mL) in Et2O (20 mL) was added dropwise over 20 min. The resulting mixture was warmed to rt and stirred for 1 h. Reaction was monitored by LC-MS. NaHCO3 (aq. satd., 200 mL) was added and the resulting phases were separated. The aq layer was extracted with Et2O (100 mL) and then combined Et2O layer was dried (MgSO4), filtered, concentrated to ... Reactants: CC=1N=C(C2=C(N1)C(=CN2C)C2=C(C=C(C=C2C)C)C)O (2,5-dimethyl-7-(2,4,6-trimethylphenyl)-5H-pyrrolo[3,2-d]pyrimidin-4-ol), O=P(Cl)(Cl)Cl (POCl3). Yields the product ClC=1C2=C(N=C(N1)C)C(=CN2C)C2=C(C=C(C=C2C)C)C (4-Chloro-2,5-dimethyl-7-(2,4,6-trimethyl-phenyl)-5H-pyrrolo[3,2-d]pyrimidine). Reaction SMILES: [CH3:1][C:2]1[N:3]=[C:4](O)[C:5]2[N:10]([CH3:11])[CH:9]=[C:8]([C:12]3[C:17]([CH3:18])=[CH:16][C:15]([CH3:19])=[CH:14][C:13]=3[CH3:20])[C:6]=2[N:7]=1.O=P(Cl)(Cl)[Cl:24]>>[Cl:24][C:4]1[C:5]2[N:10]([CH3:11])[CH:9]=[C:8]([C:12]3[C:17]([CH3:18])=[CH:16][C:15]([CH3:19])=[CH:14][C:13]=3[CH3:20])[C:6]=2[N:7]=[C:2]([CH3:1])[N:3]=1. Procedure: A mixture of 2,5-dimethyl-7-(2,4,6-trimethylphenyl)-5H-pyrrolo[3,2-d]pyrimidin-4-ol (1 mmol) in POCl3 (1.3 ml) was heated at reflux until all the starting material were consumed (about 1-3 hours). The mixture was concentrated to dryness. The residue was porued into ice-water and extracted with ethyl acetate. The organic layer was dried and concentrated to dryness to give the title compound.